This data is from the Open Reaction Database (ORD), a public repository of structured organic reaction records. The task is: describe an organic reaction: reactants, conditions, products, and yield As a reaction SMILES: NC1N=C(N)C2C(CN(C3C=CC=CC=3)C3C=CC=CC=3)=CSC=2N=1.[NH2:26][C:27]1[N:28]=[C:29]([NH2:37])[C:30]2[C:35]([CH3:36])=[CH:34][S:33][C:31]=2[N:32]=1.[CH:38]1[C:48]2[CH:47]=[CH:46][C:45]3[CH:49]=[CH:50][CH:51]=[CH:52][C:44]=3[NH:43][C:42]=2[CH:41]=[CH:40][CH:39]=1>>[NH2:26][C:27]1[N:28]=[C:29]([NH2:37])[C:30]2[C:35]([CH2:36][C:49]3[C:45]4[CH:46]=[CH:47][C:48]5[CH:38]=[CH:39][CH:40]=[CH:41][C:42]=5[NH:43][C:44]=4[CH:52]=[CH:51][CH:50]=3)=[CH:34][S:33][C:31]=2[N:32]=1. The reactants are NC=1N=C(C2=C(N1)SC=C2CN(C2=CC=CC=C2)C2=CC=CC=C2)N (N-[(2,4-diaminothieno[2,3-d]pyrimidin-5-yl)methyl]-N,N-diphenylamine), NC=1N=C(C2=C(N1)SC=C2C)N (2,4-diamino-5-methylthieno[2,3-d]pyrimidine), C1=CC=CC=2NC3=C(C=CC21)C=CC=C3 (dibenz[b,f]azepine). Yields the product NC=1N=C(C2=C(N1)SC=C2CC2=CC=CC1=C2C=CC2=C(N1)C=CC=C2)N (9-[(2,4-Diaminothieno[2,3-d]pyrimidin-5-yl)methyl]dibenz[b,f]azepine). Procedure: 9-[(2,4-Diaminothieno[2,3-d]pyrimidin-5-yl)methyl]dibenz[b,f]azepine (Formula I: Ar=2,4-diaminothieno[2,3-d]pyrimidin-5-yl; W=CH2; X=N; Z=CH═CH; m=n=0) is prepared similarly to N-[(2,4-diaminothieno[2,3-d]pyrimidin-5-yl)methyl]-N,N-diphenylamine as disclosed above by using 2,4-diamino-5-methylthieno[2,3-d]pyrimidine (1.3 g, 7.4 mmol) in Step 1 and dibenz[b,f]azepine (154 mg, 0.8 mmol) in Step 3. The final product and its intermediates can be purified by chromatography. Reactants: COC(=O)C1CC(S(=O)(=O)c2ccccc2C(F)(F)F)CN1c1nc(Cl)ns1, [Li+], [OH-]. Yields the product O=C(O)C1CC(S(=O)(=O)c2ccccc2C(F)(F)F)CN1c1nc(Cl)ns1. RXN SMILES: [CH3:1][O:2][C:3](=[O:4])[CH:5]1[N:6]([c:23]2[n:24][c:25]([Cl:28])[n:26][s:27]2)[CH2:7][CH:8]([S:10](=[O:11])(=[O:12])[c:13]2[c:14]([C:19]([F:20])([F:21])[F:22])[cH:15][cH:16][cH:17][cH:18]2)[CH2:9]1.[Li+:29].[OH-:30]>>[O:2]=[C:3]([OH:4])[CH:5]1[N:6]([c:23]2[n:24][c:25]([Cl:28])[n:26][s:27]2)[CH2:7][CH:8]([S:10](=[O:11])(=[O:12])[c:13]2[c:14]([C:19]([F:20])([F:21])[F:22])[cH:15][cH:16][cH:17][cH:18]2)[CH2:9]1. Starting materials: O=C([O-])[O-], CCCCOCCNC(=O)CCCCBr, CCCC[N+](CCCC)(CCCC)CCCC, [I-], [K+], [K+], C1CCOC1, O, Sc1nc(-c2ccccc2)c(-c2ccccc2)[nH]1. The product is CCCCOCCNC(=O)CCCCSc1nc(-c2ccccc2)c(-c2ccccc2)[nH]1. As a reaction SMILES: [C:34](=[O:35])([O-:36])[O-:37].[CH2:1]([CH2:2][CH2:3][CH3:4])[O:5][CH2:6][CH2:7][NH:8][C:9]([CH2:10][CH2:11][CH2:12][CH2:13][Br:14])=[O:15].[CH2:42]([N+:43]([CH2:44][CH2:45][CH2:46][CH3:47])([CH2:48][CH2:49][CH2:50][CH3:51])[CH2:52][CH2:53][CH2:54][CH3:55])[CH2:56][CH2:57][CH3:58].[I-:41].[K+:38].[K+:39].[O:59]1[CH2:60][CH2:61][CH2:62][CH2:63]1.[OH2:40].[c:16]1(-[c:22]2[n:23][c:24]([SH:33])[nH:25][c:26]2-[c:27]2[cH:28][cH:29][cH:30][cH:31][cH:32]2)[cH:17][cH:18][cH:19][cH:20][cH:21]1>>[CH2:1]([CH2:2][CH2:3][CH3:4])[O:5][CH2:6][CH2:7][NH:8][C:9]([CH2:10][CH2:11][CH2:12][CH2:13][S:33][c:24]1[n:23][c:22](-[c:16]2[cH:17][cH:18][cH:19][cH:20][cH:21]2)[c:26](-[c:27]2[cH:28][cH:29][cH:30][cH:31][cH:32]2)[nH:25]1)=[O:15]. The reactants are ClC=1C(=NC=C(C1)C=O)OC1=CC=C(C(=O)N)C=C1 (4-(3-chloro-5-formyl-pyridin-2-yloxy)-benzamide), S1C(=CC=C1)CCN (2-thiophen-2-yl-ethylamine). The product is ClC=1C(=NC=C(C1)CNCCC=1SC=CC1)OC1=CC=C(C(=O)N)C=C1 (4-{3-Chloro-5-[(2-thiophen-2-yl-ethylamino)-methyl]-pyridin-2-yloxy}-benzamide). Yield: 35.7%. Reaction SMILES: [Cl:1][C:2]1[C:3]([O:10][C:11]2[CH:19]=[CH:18][C:14]([C:15]([NH2:17])=[O:16])=[CH:13][CH:12]=2)=[N:4][CH:5]=[C:6]([CH:8]=O)[CH:7]=1.[S:20]1[CH:24]=[CH:23][CH:22]=[C:21]1[CH2:25][CH2:26][NH2:27]>>[Cl:1][C:2]1[C:3]([O:10][C:11]2[CH:19]=[CH:18][C:14]([C:15]([NH2:17])=[O:16])=[CH:13][CH:12]=2)=[N:4][CH:5]=[C:6]([CH2:8][NH:27][CH2:26][CH2:25][C:21]2[S:20][CH:24]=[CH:23][CH:22]=2)[CH:7]=1. Reported procedure: Using a method similar to Example 460, using 4-(3-chloro-5-formyl-pyridin-2-yloxy)-benzamide (114 mg, 0.412 mmol) and 2-thiophen-2-yl-ethylamine (0.048 mL, 0.412 mmol) gives the title compound (57 mg, 36%). Mass spectrum (ion spray): m/z=387.9 (M+1); 1H NMR (DMSO-d6): 8.37 (bs, 1H), 8.21 (d, J=1.9 Hz, 1H), 7.99 (bs, 1H), 7.93 (d, J=8.7 Hz, 2H), 7.39 (dd, J=1.2 Hz, 5.0 Hz, 1H), 7.36 (bs, 1H), 7.21 (d, J=8.9 Hz, 2H), 6.99-6.94 (m, 2H), 4.16 (s, 2H), 3.26-3.11 (m, 4H). Reactants: N(=O)[O-].[Na+] (sodium nitrite), ClC1=CC=C(N)C=C1 (p-chloroaniline), Cl (hydrochloric acid), C(C)(=O)[O-].[Na+] (sodium acetate), CC1=C(C(=CC(O1)=O)O)C(=O)OC (6-methyl-5-carbomethoxy-4-hydroxy-2-pyrone), O1C(C=CC=C1)=O (pyrone), N1CCOCC1 (Morpholine), diazonium chloride. Run in O (water), CO (methanol), CO (Methanol), O (water). Reaction conditions: time 10 minute. Yields the product [Cl-].ClC1=CC=C(C=C1)[N+]#N (p-Chlorobenzenediazonium chloride), ( V ). Isolated yield 60.0%. RXN SMILES: C([O-])(=O)C.[Na+].CC1OC(=O)C=C(O)C=1C(OC)=O.N([O-])=O.[Na+].[Cl:23][C:24]1[CH:30]=[CH:29][C:27]([NH2:28])=[CH:26][CH:25]=1.Cl.O1C=CC=CC1=O.[NH:39]1CCOCC1>O.CO>[Cl-:23].[Cl:23][C:24]1[CH:30]=[CH:29][C:27]([N+:28]#[N:39])=[CH:26][CH:25]=1 |f:0.1,3.4,11.12|. Procedure details: A 250 ml, three necked, round bottomed flask was equipped with addition funnel, paddle stirrer, and thermometer. The flask was charged with 50 ml methanol, sodium acetate (16.0 g, 0.198 mole), and 6-methyl-5-carbomethoxy-4-hydroxy-2-pyrone (8.0 g, 0.43 mole). p-Chlorobenzenediazonium chloride was prepared on the side by the dropwise addition of sodium nitrite (3.3 g, 0.047 mole) in 10 ml water to a cooled (5°) slurry containing p-chloroaniline (5.6 g, 0.043 mole) in aqueous hydrochloric acid (16...